This data is from the Open Reaction Database (ORD), a public repository of structured organic reaction records. The task is: describe an organic reaction: reactants, conditions, products, and yield The reactants are S(=O)(Cl)Cl (thionyl chloride), C1(=CC=CC=C1)CCCCO (4-phenyl-1-butanol). Run in C(Cl)Cl (methylene chloride). Reaction conditions: time 8 hour. Product: C1(=CC=CC=C1)CCCCCl (4-phenylbutyl chloride). As a reaction SMILES: S(Cl)([Cl:3])=O.[C:5]1([CH2:11][CH2:12][CH2:13][CH2:14]O)[CH:10]=[CH:9][CH:8]=[CH:7][CH:6]=1>C(Cl)Cl>[C:5]1([CH2:11][CH2:12][CH2:13][CH2:14][Cl:3])[CH:10]=[CH:9][CH:8]=[CH:7][CH:6]=1. Procedure: A 2.2 ml (20 mmol) amount of thionyl chloride was added dropwise to a methylene chloride solution (30 ml) containing 3 g (20 mmol) of 4-phenyl-1-butanol and stirred overnight at room temperature. The reaction solution was washed with water, an aqueous 50% sodium hydrogen carbonate solution, water, 1N hydrochloric acid and water in that order, and then the solvent was dried with anhydrous magnesium sulfate. After distillation under reduced pressure, 3.62 g of a crude 4-phenylbutyl chloride was ob...